From a dataset of the Open Reaction Database (ORD), a public repository of structured organic reaction records. describe an organic reaction: reactants, conditions, products, and yield The reactants are COC1=CC=C(C=C1)S(=O)O (4-methoxybenzenesulphinic acid), CC=1C=C(C(=CC1)O)O (4-methyl-1,2-benzenediol). Yields the product COC1=CC=C(C=C1)S(=O)(=O)C=1C=C(C(=CC1C)O)O (4-(4-methoxyphenylsulphonyl)-5-methyl-1,2-benzenediol). Reaction SMILES: [CH3:1][O:2][C:3]1[CH:8]=[CH:7][C:6]([S:9]([OH:11])=[O:10])=[CH:5][CH:4]=1.[CH3:12][C:13]1[CH:14]=[C:15]([OH:20])[C:16]([OH:19])=[CH:17][CH:18]=1>>[CH3:1][O:2][C:3]1[CH:4]=[CH:5][C:6]([S:9]([C:18]2[CH:17]=[C:16]([OH:19])[C:15]([OH:20])=[CH:14][C:13]=2[CH3:12])(=[O:11])=[O:10])=[CH:7][CH:8]=1. Procedure: 37.5 g of 4-methoxybenzenesulphinic acid (obtained, for example, by reduction of 4-methoxybenzenesulphonyl chloride with sodium sulphite) are condensed oxidatively with 30.7 g of 4-methyl-1,2-benzenediol in a manner analogous to that described in Example 5a) and, after crystallisation from 1,2-dichloroethane, 4-(4-methoxyphenylsulphonyl)-5-methyl-1,2-benzenediol is obtained in the form of colourless crystals having a melting point of 145°-147.5°.